Dataset: the Open Reaction Database (ORD), a public repository of structured organic reaction records. Task: describe an organic reaction: reactants, conditions, products, and yield Starting materials: N1(CCCC2=CC=CC=C12)S(=O)(=O)C1=CC=C(C(=O)O)C=C1 (4-(3,4-dihydroquinolin-1(2H)-ylsulfonyl)benzoic acid), CC1=CC=CC(=N1)N (6-methylpyridin-2-amine). Product: N1(CCCC2=CC=CC=C12)S(=O)(=O)C1=CC=C(C(=O)NC2=NC(=CC=C2)C)C=C1 (4-(3,4-dihydroquinolin-1(2H)-ylsulfonyl)-N-(6-methylpyridin-2-yl)benzamide). As a reaction SMILES: [N:1]1([S:11]([C:14]2[CH:22]=[CH:21][C:17]([C:18](O)=[O:19])=[CH:16][CH:15]=2)(=[O:13])=[O:12])[C:10]2[C:5](=[CH:6][CH:7]=[CH:8][CH:9]=2)[CH2:4][CH2:3][CH2:2]1.[CH3:23][C:24]1[N:29]=[C:28]([NH2:30])[CH:27]=[CH:26][CH:25]=1>>[N:1]1([S:11]([C:14]2[CH:22]=[CH:21][C:17]([C:18]([NH:30][C:28]3[CH:27]=[CH:26][CH:25]=[C:24]([CH3:23])[N:29]=3)=[O:19])=[CH:16][CH:15]=2)(=[O:13])=[O:12])[C:10]2[C:5](=[CH:6][CH:7]=[CH:8][CH:9]=2)[CH2:4][CH2:3][CH2:2]1. Procedure: 4-(3,4-dihydroquinolin-1(2H)-ylsulfonyl)benzoic acid (1) (100 mg, 0.32 mmol) was treated with 6-methylpyridin-2-amine (28 mg, 0.26 mmol) using method C. The residue was purified using flash chromatography eluting with 0-30% EtOAc in hexanes. The resulting solid was triturated with dichloromethane/hexanes to give 4-(3,4-dihydroquinolin-1(2H)-ylsulfonyl)-N-(6-methylpyridin-2-yl)benzamide as a white solid. Yield: 14 mg (13%). 1H-NMR: 10.95 (s, 1H), 8.08 (d, J=8.5 Hz, 2H), 7.96 (d, J=8.5 Hz, 1H), 7.... Conditions: temperature 25 celsius, time 16 hour. Run in C(Cl)(Cl)Cl (chloroform). Procedure details: A (piperidinomethyl)polystyrene resin (28 mg, 2.8 mmol/g) and 3-(trifluoromethyl)phenyl isocyanate (1.3 equivalents) were added to a chloroform (2 mL) solution of 1-(4-chlorobenzyl)-4-[(glycylamino)methyl]piperidine (14.8 mg, 0.05 mmol). The resulting mixture was stirred at 25° C. for 16 hours, and an (aminomethyl)polystyrene resin was added to the obtained mixture. The resulting mixture was stirred at 25° C. for 16 hours to trap the remaining isocyanate. The obtained mixture was filtered and co... Yields the product ClC1=CC=C(CN2CCC(CC2)CNC(CNC(=O)NC2=CC=C(C=C2)C(F)(F)F)=O)C=C1 (4-chlorobenzyl-4-[[2-(3-(4-trifluoromethylphenyl)ureido)acetylamino]methyl]piperidine). Reaction SMILES: C1CCNCC1.[F:7][C:8]([F:19])([F:18])[C:9]1[CH:10]=[C:11](N=C=O)[CH:12]=[CH:13][CH:14]=1.[Cl:20][C:21]1[CH:39]=[CH:38][C:24]([CH2:25][N:26]2[CH2:31][CH2:30][CH:29]([CH2:32][NH:33][C:34](=[O:37])[CH2:35][NH2:36])[CH2:28][CH2:27]2)=[CH:23][CH:22]=1.N.[N-:41]=[C:42]=[O:43]>C(Cl)(Cl)Cl>[Cl:20][C:21]1[CH:39]=[CH:38][C:24]([CH2:25][N:26]2[CH2:27][CH2:28][CH:29]([CH2:32][NH:33][C:34](=[O:37])[CH2:35][NH:36][C:42]([NH:41][C:12]3[CH:13]=[CH:14][C:9]([C:8]([F:7])([F:18])[F:19])=[CH:10][CH:11]=3)=[O:43])[CH2:30][CH2:31]2)=[CH:23][CH:22]=1. Reactants: N ((aminomethyl)polystyrene), [N-]=C=O (isocyanate), C1CCNCC1 ((piperidinomethyl)polystyrene), FC(C=1C=C(C=CC1)N=C=O)(F)F (3-(trifluoromethyl)phenyl isocyanate), ClC1=CC=C(CN2CCC(CC2)CNC(CN)=O)C=C1 (1-(4-chlorobenzyl)-4-[(glycylamino)methyl]piperidine). Starting materials: S(=O)(Cl)Cl (thionyl chloride), Cl.CC1=C(C(=CC=C1)C)NCC(C)O (1-(2,6-dimethylphenyl-amino)-2-propanol hydrochloride), C1=CC=CC=C1 (benzene), C1=CC=CC=C1 (benzene), N (ammonia), O (water). Run at time 3 hour. The product is CC1=C(C(=CC=C1)C)C(C(C)Cl)N (1-(2,6-dimethylphenyl)-amino-2-chloro-propane). The yield is 70.0%. RXN SMILES: S(Cl)(Cl)=O.[ClH:5].[CH3:6][C:7]1[CH:12]=[CH:11][CH:10]=[C:9]([CH3:13])[C:8]=1NCC(O)C.O.[NH3:20].[CH:21]1[CH:26]=CC=C[CH:22]=1>>[CH3:13][C:9]1[CH:10]=[CH:11][CH:12]=[C:7]([CH3:6])[C:8]=1[CH:22]([NH2:20])[CH:21]([Cl:5])[CH3:26] |f:1.2|. Reported procedure: A solution of 18.0 ml (29.7 g, 0.25 moles) of thionyl chloride in 50 ml of dry benzene is added dropwise, within 0.5 hours, to a suspension of 43.15 g (0.20 moles) of 1-(2,6-dimethylphenyl-amino)-2-propanol hydrochloride in 400 ml of dry benzene. The addition is performed at room temperature under nitrogen atmosphere. The reaction mixture is boiled for 3 hours, then the resulting solution is cooled to room temperature, and 50 ml of water are added dropwise to the mixture at a temperature not exc... Reactants: Cl.C1(=CC=CC=C1)C1CN(C(C2=C(C=CC=C12)Cl)(N)C(C)=O)C (4-phenyl-8-chloro-acetyl-amino-2-methyl-1,2,3,4-tetrahydro-isoquinoline-hydrochloride), C(C)N (ethyl amine), C(C)O (ethanol). Product: C(C)NC=1C=CC=C2C(CN(C(C12)NC(C)=O)C)C1=CC=CC=C1 (8-ethylamino-acetylamino-4-phenyl-2-methyl-1,2,3,4-tetrahydro-isoquinoline). RXN SMILES: Cl.[C:2]1([CH:8]2[C:17]3[C:12](=[C:13](Cl)[CH:14]=[CH:15][CH:16]=3)[C:11](C(=O)C)([NH2:19])[N:10]([CH3:23])[CH2:9]2)[CH:7]=[CH:6][CH:5]=[CH:4][CH:3]=1.[CH2:24]([NH2:26])[CH3:25].[CH2:27]([OH:29])[CH3:28]>>[CH2:24]([NH:26][C:13]1[CH:14]=[CH:15][CH:16]=[C:17]2[C:12]=1[CH:11]([NH:19][C:27](=[O:29])[CH3:28])[N:10]([CH3:23])[CH2:9][CH:8]2[C:2]1[CH:7]=[CH:6][CH:5]=[CH:4][CH:3]=1)[CH3:25] |f:0.1|. Procedure details: A mixture of 5.3 g (0.015 mole) of 4-phenyl-8-chloro-acetyl-amino-2-methyl-1,2,3,4-tetrahydro-isoquinoline-hydrochloride, 15 ml (10.4 g, 0.23 mole) of ethyl amine and 50 ml of ethanol is reacted in a bomb tube at 60° C. for 5 hours. The reaction mixture is evaporated, the residual oil (7.1 g) is triturated with 50 ml of water, the mixture is made alkaline by adding 30 ml of a 30% aqueous sodium hydroxide solution under stirring and cooling. The mixture is extracted ten times with 100 ml of ether... Reactants: COC1(C(=C(C1=O)C1=CC=CC=C1)C1=CC=C(C=C1)S(=O)(=O)C)CCCC (4-Methoxy-4-butyl-3-(4-methylsulfonylphenyl)-2-phenyl-2-cyclobuten-1-one), [H-].[H-].[H-].[H-].[Li+].[Al+3] (LAH), C1CCOC1 (THF). Reaction conditions: temperature 0 celsius. Yields the product CC1(C(=C(C1O)C1=CC=CC=C1)C1=CC=C(C=C1)S(=O)(=O)C)C (4,4-Dimethyl-3-(4-methylsulfonylphenyl)-2-phenyl-2-cyclobuten-1-ol). Reaction SMILES: CO[C:3]1([CH2:24]CCC)[C:6](=[O:7])[C:5]([C:8]2[CH:13]=[CH:12][CH:11]=[CH:10][CH:9]=2)=[C:4]1[C:14]1[CH:19]=[CH:18][C:17]([S:20]([CH3:23])(=[O:22])=[O:21])=[CH:16][CH:15]=1.[H-].[H-].[H-].[H-].[Li+].[Al+3].[CH2:34]1COCC1>>[CH3:24][C:3]1([CH3:34])[CH:6]([OH:7])[C:5]([C:8]2[CH:13]=[CH:12][CH:11]=[CH:10][CH:9]=2)=[C:4]1[C:14]1[CH:15]=[CH:16][C:17]([S:20]([CH3:23])(=[O:22])=[O:21])=[CH:18][CH:19]=1 |f:1.2.3.4.5.6|. Reported procedure: To a solution of Example 14 (100 mg) in THF (1 mL) at 0° C., was added LAH (1M, THF, 920 μL). The mixture was stirred at 0° C. for min., quenched with H2O, and diluted with EtOAc. The organic phase was washed with HCl 1N, brine, dried (MgSO4) and the solvents evaporated. The residue was purified by flash chromatography (silica gel; hexane/EtOAc (70:30)) to give the title compound as a white solid, m.p. 79°-81° C. The reactants are NC=1C=CC(=NC1)OCCOC1=C(C(=NC=N1)NS(=O)(=O)C1=CC=C(C=C1)C(C)(C)C)C1=CC=C(C=C1)C (N-{6-{2-(5-Aminopyridin-2-yloxy)ethoxy}-5-(4-methylphenyl)pyrimidin-4-yl}-4-tert-butylbenzenesulfonamide), C(C(C)(C)C)(=O)Cl (pivaloyl chloride). Yields the product C(C)(C)(C)C1=CC=C(C=C1)S(=O)(=O)NC1=C(C(=NC=N1)OCCOC1=CC=C(C=N1)NC(C(C)(C)C)=O)C1=CC=C(C=C1)C (N-[6-[2-{6-(4-tert-butylphenylsulfonylamino)-5-(4-methylphenyl)pyrimidin-4-yloxy}ethoxy]pyridin-3-yl]pivalamide). As a reaction SMILES: [NH2:1][C:2]1[CH:3]=[CH:4][C:5]([O:8][CH2:9][CH2:10][O:11][C:12]2[N:17]=[CH:16][N:15]=[C:14]([NH:18][S:19]([C:22]3[CH:27]=[CH:26][C:25]([C:28]([CH3:31])([CH3:30])[CH3:29])=[CH:24][CH:23]=3)(=[O:21])=[O:20])[C:13]=2[C:32]2[CH:37]=[CH:36][C:35]([CH3:38])=[CH:34][CH:33]=2)=[N:6][CH:7]=1.[C:39](Cl)(=[O:44])[C:40]([CH3:43])([CH3:42])[CH3:41]>>[C:28]([C:25]1[CH:26]=[CH:27][C:22]([S:19]([NH:18][C:14]2[N:15]=[CH:16][N:17]=[C:12]([O:11][CH2:10][CH2:9][O:8][C:5]3[N:6]=[CH:7][C:2]([NH:1][C:39](=[O:44])[C:40]([CH3:43])([CH3:42])[CH3:41])=[CH:3][CH:4]=3)[C:13]=2[C:32]2[CH:37]=[CH:36][C:35]([CH3:38])=[CH:34][CH:33]=2)(=[O:21])=[O:20])=[CH:23][CH:24]=1)([CH3:31])([CH3:30])[CH3:29]. Procedure: N-{6-{2-(5-Aminopyridin-2-yloxy)ethoxy}-5-(4-methylphenyl)pyrimidin-4-yl}-4-tert-butylbenzenesulfonamide and pivaloyl chloride are treated in the same manner as in Example 135 to give N-[6-[2-{6-(4-tert-butylphenylsulfonylamino)-5-(4-methylphenyl)pyrimidin-4-yloxy}ethoxy]pyridin-3-yl]pivalamide. The reactants are C(C)N(C(C)C)C(C)C (N-ethyldiisopropylamine), C(CC)Br (propyl bromide), NCC1=NN=C(O1)C=1N=CN2C1[C@H]1N(C(C3=C2C=CS3)=O)CC1 ((S)-1-(5-aminomethyl-1,3,4-oxadiazol-2-yl)-11,11a-dihydro-8H, 10H-azeto[1,2-a]imidazo[5,1-c]thieno[3,2-e][1,4]diazepin-8-one). Solvent: CN(C=O)C (dimethylformamide). Conditions: time 12 hour. The product is C(CC)N(CCC)CC1=NN=C(O1)C=1N=CN2C1[C@H]1N(C(C3=C2C=CS3)=O)CC1 ((S)-1-(5-dipropylaminomethyl-1,3,4-oxadiazol-2-yl)-11,11a-dihydro-8H,10H-azeto[1,2-a]imidazo[5,1-c]thieno[3,2-e][1,4]diazepin-8-one). The yield is 43.3%. As a reaction SMILES: C(N(C(C)C)[CH:4]([CH3:6])[CH3:5])C.[CH2:10](Br)[CH2:11][CH3:12].[NH2:14][CH2:15][C:16]1[O:20][C:19]([C:21]2[N:22]=[CH:23][N:24]3[C:30]4[CH:31]=[CH:32][S:33][C:29]=4[C:28](=[O:34])[N:27]4[CH2:35][CH2:36][C@H:26]4[C:25]=23)=[N:18][N:17]=1>CN(C)C=O>[CH2:10]([N:14]([CH2:15][C:16]1[O:20][C:19]([C:21]2[N:22]=[CH:23][N:24]3[C:30]4[CH:31]=[CH:32][S:33][C:29]=4[C:28](=[O:34])[N:27]4[CH2:35][CH2:36][C@H:26]4[C:25]=23)=[N:18][N:17]=1)[CH2:5][CH2:4][CH3:6])[CH2:11][CH3:12]. Procedure: 3 ml (17.25 mmol) of N-ethyldiisopropylamine and 0.8 ml (8.8 mmol) of propyl bromide were added to a solution of 0.550 g (1.68 mmol) of (S)-1-(5-aminomethyl-1,3,4-oxadiazol-2-yl)-11,11a-dihydro-8H, 10H-azeto[1,2-a]imidazo[5,1-c]thieno[3,2-e][1,4]diazepin-8-one in 30 ml of dimethylformamide, whereupon the mixture was stirred at 70° for 12 hours. The dimethylformamide was evaporated and the residue was partitioned between methylene chloride and 2N sodium carbonate solution. The aqueous phase was w... Yield: 59.3%. Procedure details: Then, a liquid mixture of 1.45 g of 2'-hydroxy-4,4',6'-tris(methoxymethoxy)-3'-isopentylchalcone and 4 ml of a hydrochloric acid/methanol reagent was heated and refluxed for 10 minutes. The temperature of the reaction mixture was lowered to room temperature, and the reaction mixture was neutralized with a saturated aqueous solution of sodium bicarbonate, extracted with 500 ml of ethyl acetate, washed with water, shaken with a saturated aqueous solution of sodium chloride, dried with anhydrous so... Reactants: OC1=C(C(C=CC2=CC=C(C=C2)OCOC)=O)C(=CC(=C1CCC(C)C)OCOC)OCOC (2'-hydroxy-4,4',6'-tris(methoxymethoxy)-3'-isopentylchalcone), Cl.CO (hydrochloric acid methanol), C([O-])(O)=O.[Na+] (sodium bicarbonate). RXN SMILES: [OH:1][C:2]1[C:21]([CH2:22][CH2:23][CH:24]([CH3:26])[CH3:25])=[C:20]([O:27]COC)[CH:19]=[C:18]([O:31]COC)[C:3]=1[C:4](=[O:17])[CH:5]=[CH:6][C:7]1[CH:12]=[CH:11][C:10]([O:13]COC)=[CH:9][CH:8]=1.Cl.CO.C(=O)(O)[O-].[Na+]>>[OH:1][C:2]1[C:21]([CH2:22][CH2:23][CH:24]([CH3:25])[CH3:26])=[C:20]([OH:27])[CH:19]=[C:18]([OH:31])[C:3]=1[C:4](=[O:17])[CH:5]=[CH:6][C:7]1[CH:8]=[CH:9][C:10]([OH:13])=[CH:11][CH:12]=1 |f:1.2,3.4|. Product: OC1=C(C(C=CC2=CC=C(C=C2)O)=O)C(=CC(=C1CCC(C)C)O)O (2' ,4,4',6'-tetrahydroxy-3'-isopentylchalcone).